Dataset: the Open Reaction Database (ORD), a public repository of structured organic reaction records. Task: describe an organic reaction: reactants, conditions, products, and yield The reactants are CC1(N(C1)P(=S)(N1C(C1)(C)C)Br)C (P,P-bis(2,2-dimethyl-1-aziridinyl)thiophosphinic bromide), CN (methylamine). Run in C1CCOC1 (THF). Conditions: temperature 4 celsius. Yields the product CC1(N(C1)P(NC)(=S)N1C(C1)(C)C)C (P,P-bis(2,2-dimethyl-1-aziridinyl)-N methylthiophosphinic amide). Yield: 65.0%. Reaction SMILES: [CH3:1][C:2]1([CH3:13])[CH2:4][N:3]1[P:5](Br)([N:7]1[CH2:9][C:8]1([CH3:11])[CH3:10])=[S:6].[CH3:14][NH2:15]>C1COCC1>[CH3:1][C:2]1([CH3:13])[CH2:4][N:3]1[P:5]([N:7]1[CH2:9][C:8]1([CH3:11])[CH3:10])(=[S:6])[NH:15][CH3:14]. Reported procedure: In a similar manner 0.025 moles of P,P-bis(2,2-dimethyl-1-aziridinyl)thiophosphinic bromide in about 170 milliliters of THF, prepared in accordance with Example 1, is saturated with an excess of gaseous methylamine, stirred over night at 4° C., filtered, concentrated on a rotary evaporator at room temperature, and vacuum distilled to provide about 65% yield of P,P-bis(2,2-dimethyl-1-aziridinyl)-N methylthiophosphinic amide. Reactants: CCCCBr, NC(=O)c1ccccc1, [Na+], [OH-], O, c1ccccc1. Product: CCCCNC(=O)c1ccccc1. Reaction SMILES: [Br:1][CH2:2][CH2:3][CH2:4][CH3:5].[NH2:6][C:7](=[O:8])[c:9]1[cH:10][cH:11][cH:12][cH:13][cH:14]1.[Na+:16].[OH-:15].[OH2:23].[cH:17]1[cH:18][cH:19][cH:20][cH:21][cH:22]1>>[CH2:2]([CH2:3][CH2:4][CH3:5])[NH:6][C:7](=[O:8])[c:9]1[cH:10][cH:11][cH:12][cH:13][cH:14]1. The reactants are C(C)OC(=O)C=1C(=C2C(=C(N1)C#N)N(C=C2Cl)CC2=CC=C(C=C2)OC)OC(C)=O (4-acetoxy-3-chloro-7-cyano-1-(4-methoxy-benzyl)-1H-pyrrolo[2,3-c]pyridine-5-carboxylic acid ethyl ester), NCC(=O)O (glycine), C[O-].[Na+].CO (NaOMe HOMe). The product is ClC1=CN(C2=C(N=C(C(=C21)O)C(=O)NCC(=O)O)C#N)CC2=CC=C(C=C2)OC ({[3-Chloro-7-cyano-4-hydroxy-1-(4-methoxy-benzyl)-1H-pyrrolo[2,3-c]pyridine-5-carbonyl]-amino}-acetic acid). RXN SMILES: C(O[C:4]([C:6]1[C:7]([O:27]C(=O)C)=[C:8]2[C:16]([Cl:17])=[CH:15][N:14]([CH2:18][C:19]3[CH:24]=[CH:23][C:22]([O:25][CH3:26])=[CH:21][CH:20]=3)[C:9]2=[C:10]([C:12]#[N:13])[N:11]=1)=[O:5])C.[NH2:31][CH2:32][C:33]([OH:35])=[O:34].C[O-].[Na+].CO>>[Cl:17][C:16]1[C:8]2[C:9](=[C:10]([C:12]#[N:13])[N:11]=[C:6]([C:4]([NH:31][CH2:32][C:33]([OH:35])=[O:34])=[O:5])[C:7]=2[OH:27])[N:14]([CH2:18][C:19]2[CH:20]=[CH:21][C:22]([O:25][CH3:26])=[CH:23][CH:24]=2)[CH:15]=1 |f:2.3.4|. Reported procedure: Prepared in analogy to that of Example 1(e) from 4-acetoxy-3-chloro-7-cyano-1-(4-methoxy-benzyl)-1H-pyrrolo[2,3-c]pyridine-5-carboxylic acid ethyl ester, glycine and NaOMe/HOMe. The title compound, ESI MS (m/z): 415 (M+H)+. Reactants: B, CCCCc1nc(-c2ccc(C(F)(F)F)cc2)sc1CC(=O)O, C1CCOC1, C1CCOC1, O. Product: CCCCc1nc(-c2ccc(C(F)(F)F)cc2)sc1CCO. As a reaction SMILES: [BH3:29].[CH2:1]([CH2:2][CH2:3][CH3:4])[c:5]1[n:6][c:7](-[c:14]2[cH:15][cH:16][c:17]([C:20]([F:21])([F:22])[F:23])[cH:18][cH:19]2)[s:8][c:9]1[CH2:10][C:11](=[O:12])[OH:13].[O:24]1[CH2:25][CH2:26][CH2:27][CH2:28]1.[O:31]1[CH2:32][CH2:33][CH2:34][CH2:35]1.[OH2:30]>>[CH2:1]([CH2:2][CH2:3][CH3:4])[c:5]1[n:6][c:7](-[c:14]2[cH:15][cH:16][c:17]([C:20]([F:21])([F:22])[F:23])[cH:18][cH:19]2)[s:8][c:9]1[CH2:10][CH2:11][OH:12]. The reactants are O=C(n1ccnc1)n1ccnc1, CC#N, [H-], Nc1c(Cl)cc(C(=O)O)c2c1CCCO2, [Na+], C1CCOC1, COc1cc(C(=O)CCCN2CCC(O)CC2)cc(OC)c1OC. The product is COc1cc(C(=O)CCCN2CCC(OC(=O)c3cc(Cl)c(N)c4c3OCCC4)CC2)cc(OC)c1OC. Reaction SMILES: [C:42]([n:43]1[cH:44][cH:45][n:46][cH:47]1)([n:48]1[cH:49][cH:50][n:51][cH:52]1)=[O:53].[C:59](#[N:60])[CH3:61].[H-:25].[NH2:27][c:28]1[c:29]([Cl:41])[cH:30][c:31]([C:38](=[O:39])[OH:40])[c:32]2[c:33]1[CH2:34][CH2:35][CH2:36][O:37]2.[Na+:26].[O:54]1[CH2:55][CH2:56][CH2:57][CH2:58]1.[OH:1][CH:2]1[CH2:3][CH2:4][N:5]([CH2:8][CH2:9][CH2:10][C:11](=[O:12])[c:13]2[cH:14][c:15]([O:23][CH3:24])[c:16]([O:21][CH3:22])[c:17]([O:19][CH3:20])[cH:18]2)[CH2:6][CH2:7]1>>[O:1]([CH:2]1[CH2:3][CH2:4][N:5]([CH2:8][CH2:9][CH2:10][C:11](=[O:12])[c:13]2[cH:14][c:15]([O:23][CH3:24])[c:16]([O:21][CH3:22])[c:17]([O:19][CH3:20])[cH:18]2)[CH2:6][CH2:7]1)[C:38]([c:31]1[cH:30][c:29]([Cl:41])[c:28]([NH2:27])[c:33]2[c:32]1[O:37][CH2:36][CH2:35][CH2:34]2)=[O:39]. The reactants are CC1CN(Cc2ccc(C=CC(=O)O)nc2)CCN1C(=O)OCc1ccccc1, COc1cc(CC(=O)N2CCC(Nc3cccc(F)c3)CC2)ccc1CN1CCN(C(=O)OC(C)(C)C)C(C)C1. The product is CC1CN(Cc2ccc(C=CC(=O)N3CCC(Nc4cccc(F)c4)CC3)nc2)CCN1C(=O)OCc1ccccc1. As a reaction SMILES: [CH3:1][CH:2]1[CH2:3][N:4]([CH2:18][c:19]2[cH:20][cH:21][c:22]([CH:25]=[CH:26][C:27]([OH:28])=[O:29])[n:23][cH:24]2)[CH2:5][CH2:6][N:7]1[C:8](=[O:9])[O:10][CH2:11][c:12]1[cH:13][cH:14][cH:15][cH:16][cH:17]1.[F:30][c:31]1[cH:32][c:33]([NH:37][CH:38]2[CH2:39][CH2:40][N:41]([C:44]([CH2:45][c:46]3[cH:47][cH:48][c:49]([CH2:50][N:51]4[CH2:52][CH2:53][N:54]([C:55]([O:56][C:57]([CH3:58])([CH3:59])[CH3:60])=[O:61])[CH:62]([CH3:63])[CH2:64]4)[c:65]([O:66][CH3:67])[cH:68]3)=[O:69])[CH2:42][CH2:43]2)[cH:34][cH:35][cH:36]1>>[CH3:1][CH:2]1[CH2:3][N:4]([CH2:18][c:19]2[cH:20][cH:21][c:22]([CH:25]=[CH:45][C:44]([N:41]3[CH2:40][CH2:39][CH:38]([NH:37][c:33]4[cH:32][c:31]([F:30])[cH:36][cH:35][cH:34]4)[CH2:43][CH2:42]3)=[O:69])[n:23][cH:24]2)[CH2:5][CH2:6][N:7]1[C:8](=[O:9])[O:10][CH2:11][c:12]1[cH:13][cH:14][cH:15][cH:16][cH:17]1. The reactants are OC[C@H](O)[C@@H](O)[C@H](O)[C@H](O)CO (sorbitol), C(C1=CC=CC=C1)=O (benzaldehyde), C1CCCCC1 (cyclohexane), S(O)(O)(=O)=O (sulfuric acid). Solvent: O (water). Yields the product C(C1=CC=CC=C1)=C(O)[C@H](O)[C@@H](O)[C@H](O)[C@H](O)CO (Benzylidene Sorbitol). Reaction SMILES: [OH:1][CH2:2][C@@H:3]([C@H:5]([C@@H:7]([C@@H:9]([CH2:11][OH:12])[OH:10])[OH:8])[OH:6])[OH:4].[CH:13](=O)[C:14]1[CH:19]=[CH:18][CH:17]=[CH:16][CH:15]=1.C1CCCCC1.S(=O)(=O)(O)O>O>[CH:13](=[C:11]([C@@H:9]([C@H:7]([C@@H:5]([C@@H:3]([CH2:2][OH:1])[OH:4])[OH:6])[OH:8])[OH:10])[OH:12])[C:14]1[CH:19]=[CH:18][CH:17]=[CH:16][CH:15]=1. Procedure: To a mixture of 40.0 g of 70% sorbitol, 29.4 g of benzaldehyde and 520 ml of cyclohexane under nitrogen gas was added 0.3 ml of 96% sulfuric acid dropwise with stirring, then the mixture was heated to allow to condense while eliminating the generated water by azeotropic distillation. After about 7 hours' continuation of the reaction, the reaction mixture was cooled to room temperature and then neutralized. The precipitate was settled and washed with water by decantation, then filtered and rinsed...